This data is from the Open Reaction Database (ORD), a public repository of structured organic reaction records. The task is: describe an organic reaction: reactants, conditions, products, and yield Starting materials: NOCC=1N=CN(C1)C(=O)OC(C)(C)C (tert-butyl 4-[(aminooxy)methyl]-1H-imidazole-1-carboxylate), ON1N=NC2=C1C=CC=C2 (1-hydroxybenzotriazole), Cl.C(C)N=C=NCCCN(C)C (1-ethyl-(3-dimethylaminopropyl) carbodiimide hydrochloride), C(C1=CC=CC=C1)ON1[C@@H]2CC[C@H](N(C1=O)C2)C(=O)O ((2S,5R)-6-(benzyloxy)-7-oxo-1,6-diazabicyclo[3.2.1]octane-2-carboxylic acid). Run in C(Cl)Cl (DCM), C(Cl)Cl (DCM). Conditions: time 8 hour. The product is C(C1=CC=CC=C1)ON1[C@@H]2CC[C@H](N(C1=O)C2)C(=O)NOCC=2N=CN(C2)C(=O)OC(C)(C)C (tert-butyl 4-{[({[(2S,5R)-6-(benzyloxy)-7-oxo-1,6-diazabicyclo[3.2.1]oct-2-yl]carbonyl}amino)oxy]methyl}-1H-imidazole-1-carboxylate). Yield: 93.7%. Reaction SMILES: [CH2:1]([O:8][N:9]1[C:15](=[O:16])[N:14]2[CH2:17][C@H:10]1[CH2:11][CH2:12][C@H:13]2[C:18]([OH:20])=O)[C:2]1[CH:7]=[CH:6][CH:5]=[CH:4][CH:3]=1.[NH2:21][O:22][CH2:23][C:24]1[N:25]=[CH:26][N:27]([C:29]([O:31][C:32]([CH3:35])([CH3:34])[CH3:33])=[O:30])[CH:28]=1.ON1C2C=CC=CC=2N=N1.Cl.C(N=C=NCCCN(C)C)C>C(Cl)Cl>[CH2:1]([O:8][N:9]1[C:15](=[O:16])[N:14]2[CH2:17][C@H:10]1[CH2:11][CH2:12][C@H:13]2[C:18]([NH:21][O:22][CH2:23][C:24]1[N:25]=[CH:26][N:27]([C:29]([O:31][C:32]([CH3:35])([CH3:34])[CH3:33])=[O:30])[CH:28]=1)=[O:20])[C:2]1[CH:3]=[CH:4][CH:5]=[CH:6][CH:7]=1 |f:3.4|. Procedure details: To a mixture of (2S,5R)-6-(benzyloxy)-7-oxo-1,6-diazabicyclo[3.2.1]octane-2-carboxylic acid 1 (0.250 g, 0.905 mmol) in DCM (10.0 mL) was added tert-butyl 4-[(aminooxy)methyl]-1H-imidazole-1-carboxylate 122 (0.289 g, 1.358 mmol), 1-hydroxybenzotriazole (0.183 g, 1.358 mmol) and 1-ethyl-(3-dimethylaminopropyl) carbodiimide hydrochloride (0.260 g, 1.358 mmol) sequentially at room temperature. The mixture was stirred at room temperature overnight, diluted with DCM and concentrated to provide a resid... Yields the product CCCc1ccc(C#Cc2ccc(C#N)c(F)c2)cc1. The reactants are N#Cc1ccc(I)cc1F, C#Cc1ccc(CCC)cc1, CN(C)C=O, Cl, [I-], Cl[Pd]Cl, c1ccc(P(c2ccccc2)c2ccccc2)cc1, c1ccc(P(c2ccccc2)c2ccccc2)cc1. As a reaction SMILES: [C:1](#[N:2])[c:3]1[c:4]([F:10])[cH:5][c:6]([I:9])[cH:7][cH:8]1.[CH2:12]([CH2:13][CH3:14])[c:15]1[cH:16][cH:17][c:18]([C:21]#[CH:22])[cH:19][cH:20]1.[CH3:24][N:25]([CH3:26])[CH:27]=[O:28].[ClH:23].[I-:11].[Pd:29]([Cl:30])[Cl:31].[c:32]1([P:33]([c:34]2[cH:35][cH:36][cH:37][cH:38][cH:39]2)[c:40]2[cH:41][cH:42][cH:43][cH:44][cH:45]2)[cH:46][cH:47][cH:48][cH:49][cH:50]1.[c:51]1([P:52]([c:53]2[cH:54][cH:55][cH:56][cH:57][cH:58]2)[c:59]2[cH:60][cH:61][cH:62][cH:63][cH:64]2)[cH:65][cH:66][cH:67][cH:68][cH:69]1>>[C:1](#[N:2])[c:3]1[c:4]([F:10])[cH:5][c:6]([C:22]#[C:21][c:18]2[cH:17][cH:16][c:15]([CH2:12][CH2:13][CH3:14])[cH:20][cH:19]2)[cH:7][cH:8]1. The reactants are Cl.[C@@H]1(C[C@H](O)[C@@H](CO)O1)N1C(=O)N=C(N)C=C1 (2'-deoxycytidine hydrochloride), C[Si](C)(C)Cl (trimethylsilyl chloride), ClCCl (dichloromethane), C1(=CC=C(C=C1)S(=O)(=O)Cl)C (p-toluenesulfonyl chloride). The solvent is N1=CC=CC=C1 (pyridine). Run at time 8 hour. The product is C1(=CC=C(C=C1)S(=O)(=O)NC1=NC(N([C@H]2C[C@H](O)[C@@H](CO)O2)C=C1)=O)C (4-N-p-toluenesulfonyl-2'-deoxycytidine). As a reaction SMILES: Cl.[C@@H:2]1([N:10]2[CH:17]=[CH:16][C:14]([NH2:15])=[N:13][C:11]2=[O:12])[O:9][C@H:6]([CH2:7][OH:8])[C@@H:4]([OH:5])[CH2:3]1.C[Si](Cl)(C)C.[C:23]1([CH3:33])[CH:28]=[CH:27][C:26]([S:29](Cl)(=[O:31])=[O:30])=[CH:25][CH:24]=1.ClCCl>N1C=CC=CC=1>[C:23]1([CH3:33])[CH:28]=[CH:27][C:26]([S:29]([NH:15][C:14]2[CH:16]=[CH:17][N:10]([C@@H:2]3[O:9][C@H:6]([CH2:7][OH:8])[C@@H:4]([OH:5])[CH2:3]3)[C:11](=[O:12])[N:13]=2)(=[O:31])=[O:30])=[CH:25][CH:24]=1 |f:0.1|. Procedure: 2'-deoxycytidine hydrochloride (1.32 g, 5 mmol) is allowed to react for 1 hour with trimethylsilyl chloride (2.5 ml, 20 mmol) in anhydrous pyridine (20 ml) while stirring. The reaction mixture is then concentrated by evaporation to a volume of ca. 15 ml while excluding moisture and p-toluenesulfonyl chloride (1.9 g, 10 mmol) is added. The well-sealed reaction vessel is stored overnight at 60° C. in a drying cupboard. Examination of the mixture by thin-layer chromatography shows a complete conver... Reactants: CO, Cc1ccc(S(N)(=O)=O)cc1[N+](=O)[O-], O=[Pt]. Product: Cc1ccc(S(N)(=O)=O)cc1N. RXN SMILES: [CH3:15][OH:16].[CH3:1][c:2]1[c:3]([N+:12]([O-:13])=[O:14])[cH:4][c:5]([S:8](=[O:9])(=[O:10])[NH2:11])[cH:6][cH:7]1.[Pt:17]=[O:18]>>[CH3:1][c:2]1[c:3]([NH2:12])[cH:4][c:5]([S:8](=[O:9])(=[O:10])[NH2:11])[cH:6][cH:7]1. Reactants: CC(=O)Oc1c(C)cc(-c2c3ccccc3c(Br)c3sc(CBr)c(C)c23)cc1C, O=C([O-])[O-], CCNCC, CN(C)C=O, [K+], [K+], O. Yields the product CCN(CC)Cc1sc2c(Br)c3ccccc3c(-c3cc(C)c(OC(C)=O)c(C)c3)c2c1C. Reaction SMILES: [Br:1][c:2]1[c:3]2[cH:4][cH:5][cH:6][cH:7][c:8]2[c:9](-[c:18]2[cH:19][c:20]([CH3:29])[c:21]([O:25][C:26]([CH3:27])=[O:28])[c:22]([CH3:24])[cH:23]2)[c:10]2[c:11]1[s:12][c:13]([CH2:16][Br:17])[c:14]2[CH3:15].[C:35](=[O:36])([O-:37])[O-:38].[CH2:30]([CH3:31])[NH:32][CH2:33][CH3:34].[CH3:41][N:42]([CH3:43])[CH:44]=[O:45].[K+:39].[K+:40].[OH2:46]>>[Br:1][c:2]1[c:3]2[cH:4][cH:5][cH:6][cH:7][c:8]2[c:9](-[c:18]2[cH:19][c:20]([CH3:29])[c:21]([O:25][C:26]([CH3:27])=[O:28])[c:22]([CH3:24])[cH:23]2)[c:10]2[c:11]1[s:12][c:13]([CH2:16][N:32]([CH2:30][CH3:31])[CH2:33][CH3:34])[c:14]2[CH3:15]. Starting materials: C(C1=CC=CC=C1)N1C[C@@H]([C@@H](CC1)C)NC1=C2C(=NC=C1C(C)=O)N(C=C2)COCC[Si](C)(C)C (rac-1-(4-{[(3R,4R)-1-Benzyl-4-methylpiperidin-3-yl]amino}-1-{[2-(trimethylsilyl)ethoxy]methyl}-1H-pyrrolo[2,3-b]pyridin-5-yl)ethanone), COC(N(C)C)OC (N,N-dimethylformamide dimethyl acetal). Conditions: time 1 hour. Product: C(C1=CC=CC=C1)N1C[C@@H]([C@@H](CC1)C)N1C=CC(C2=CN=C3C(=C12)C=CN3COCC[Si](C)(C)C)=O (rac-1-[(3R,4R)-1-Benzyl-4-methylpiperidin-3-yl]-7-{[2-(trimethylsilyl)ethoxy]methyl}-1H-pyrrolo[2,3-h][1,6]naphthyridin-4(7H)-one). Yield: 30.0%. RXN SMILES: [CH2:1]([N:8]1[CH2:13][CH2:12][C@@H:11]([CH3:14])[C@@H:10]([NH:15][C:16]2[C:21]([C:22](=[O:24])[CH3:23])=[CH:20][N:19]=[C:18]3[N:25]([CH2:28][O:29][CH2:30][CH2:31][Si:32]([CH3:35])([CH3:34])[CH3:33])[CH:26]=[CH:27][C:17]=23)[CH2:9]1)[C:2]1[CH:7]=[CH:6][CH:5]=[CH:4][CH:3]=1.[CH3:36]OC(OC)N(C)C>>[CH2:1]([N:8]1[CH2:13][CH2:12][C@@H:11]([CH3:14])[C@@H:10]([N:15]2[C:16]3[C:21](=[CH:20][N:19]=[C:18]4[N:25]([CH2:28][O:29][CH2:30][CH2:31][Si:32]([CH3:33])([CH3:35])[CH3:34])[CH:26]=[CH:27][C:17]4=3)[C:22](=[O:24])[CH:23]=[CH:36]2)[CH2:9]1)[C:2]1[CH:3]=[CH:4][CH:5]=[CH:6][CH:7]=1. Procedure details: rac-1-(4-{[(3R,4R)-1-Benzyl-4-methylpiperidin-3-yl]amino}-1-{[2-(trimethylsilyl)ethoxy]methyl}-1H-pyrrolo[2,3-b]pyridin-5-yl)ethanone (20 mg, 0.041 mmol) in N,N-dimethylformamide dimethyl acetal (1 mL) was stirred at 170° C. for 6 hours under microwave irradiation. The reaction mixture was allowed to cool to room temperature and concentrated under reduced pressure, and the resulting residue was dissolved in tetrahydrofuran (1 mL) and stirred with 1 M hydrochloric acid (1 mL) at 80° C. for 1 hour... Starting materials: O=C1c2ccccc2C(=O)N1CCBr, [H-], [Na+], CN(C)C=O, CC(C)(C)OC(=O)N1CCCC(c2nc3ccccc3[nH]2)C1. The product is CC(C)(C)OC(=O)N1CCCC(c2nc3ccccc3n2CCN2C(=O)c3ccccc3C2=O)C1. RXN SMILES: [Br:25][CH2:26][CH2:27][N:28]1[C:29](=[O:38])[c:30]2[cH:31][cH:32][cH:33][cH:34][c:35]2[C:36]1=[O:37].[H-:24].[Na+:23].[O:39]=[CH:40][N:41]([CH3:42])[CH3:43].[nH:1]1[c:2]([CH:10]2[CH2:11][N:12]([C:16](=[O:17])[O:18][C:19]([CH3:20])([CH3:21])[CH3:22])[CH2:13][CH2:14][CH2:15]2)[n:3][c:4]2[c:5]1[cH:6][cH:7][cH:8][cH:9]2>>[n:1]1([CH2:26][CH2:27][N:28]2[C:29](=[O:38])[c:30]3[cH:31][cH:32][cH:33][cH:34][c:35]3[C:36]2=[O:37])[c:2]([CH:10]2[CH2:11][N:12]([C:16](=[O:17])[O:18][C:19]([CH3:20])([CH3:21])[CH3:22])[CH2:13][CH2:14][CH2:15]2)[n:3][c:4]2[c:5]1[cH:6][cH:7][cH:8][cH:9]2.